Dataset: the Open Reaction Database (ORD), a public repository of structured organic reaction records. Task: describe an organic reaction: reactants, conditions, products, and yield Reactants: O (water), BrCC(=O)NCC1=CC=C(C=C1)OC (2-bromo-N-(4-methoxybenzyl)acetamide), C([O-])([O-])=O.[K+].[K+] (potassium carbonate), ClC=1C(=C(C=CC1)NS(=O)(=O)C1=CC=C(C(=O)OC)C=C1)C (methyl 4-{[(3-chloro-2-methylphenyl)amino]sulfonyl}benzoate). Run in CN(C)C=O (DMF). Reaction conditions: time 7 hour. Yields the product ClC=1C(=C(C=CC1)N(S(=O)(=O)C1=CC=C(C(=O)OC)C=C1)CC(=O)NCC1=CC=C(C=C1)OC)C (methyl 4-[((3-chloro-2-methylphenyl)-{2-[(4-methoxybenzyl)amino]-2-oxoethyl}amino)sulfonyl]benzoate). The yield is 80.7%. Reaction SMILES: [Cl:1][C:2]1[C:3]([CH3:22])=[C:4]([NH:8][S:9]([C:12]2[CH:21]=[CH:20][C:15]([C:16]([O:18][CH3:19])=[O:17])=[CH:14][CH:13]=2)(=[O:11])=[O:10])[CH:5]=[CH:6][CH:7]=1.Br[CH2:24][C:25]([NH:27][CH2:28][C:29]1[CH:34]=[CH:33][C:32]([O:35][CH3:36])=[CH:31][CH:30]=1)=[O:26].C(=O)([O-])[O-].[K+].[K+].O>CN(C=O)C>[Cl:1][C:2]1[C:3]([CH3:22])=[C:4]([N:8]([CH2:24][C:25]([NH:27][CH2:28][C:29]2[CH:30]=[CH:31][C:32]([O:35][CH3:36])=[CH:33][CH:34]=2)=[O:26])[S:9]([C:12]2[CH:21]=[CH:20][C:15]([C:16]([O:18][CH3:19])=[O:17])=[CH:14][CH:13]=2)(=[O:11])=[O:10])[CH:5]=[CH:6][CH:7]=1 |f:2.3.4|. Procedure details: 220 mg of methyl 4-{[(3-chloro-2-methylphenyl)amino]sulfonyl}benzoate was dissolved in 1.10 mL of DMF, and 168 mg of 2-bromo-N-(4-methoxybenzyl)acetamide and 100 mg of potassium carbonate were added thereto, followed by stirring at room temperature for 7 hours. To the reaction liquid was added water, followed by extraction with ethyl acetate, and the organic layer was washed with brine, and then dried over anhydrous sodium sulfate. The solvent was evaporated under reduced pressure, and the obtai...